Task: describe an organic reaction: reactants, conditions, products, and yield. Dataset: the Open Reaction Database (ORD), a public repository of structured organic reaction records Reactants: C(C)(C)(C)N1N=C2C=C(C=CC2=C1)[N+](=O)[O-] (2-(tert-butyl)-6-nitro-2H-indazole). The reagents and catalysts are [Pd] (Palladium on carbon). The solvent is C(C)(=O)OCC (ethyl acetate). Reaction conditions: time 4 hour. The product is C(C)(C)(C)N1N=C2C=C(C=CC2=C1)N (2-(tert-butyl)-2H-indazol-6-amine). As a reaction SMILES: [C:1]([N:5]1[CH:13]=[C:12]2[C:7]([CH:8]=[C:9]([N+:14]([O-])=O)[CH:10]=[CH:11]2)=[N:6]1)([CH3:4])([CH3:3])[CH3:2]>[Pd].C(OCC)(=O)C>[C:1]([N:5]1[CH:13]=[C:12]2[C:7]([CH:8]=[C:9]([NH2:14])[CH:10]=[CH:11]2)=[N:6]1)([CH3:4])([CH3:2])[CH3:3]. Procedure details: 10% Palladium on carbon (1 g) was added to a solution of 2-(tert-butyl)-6-nitro-2H-indazole obtained in the above-described Step (1.1 g) in ethyl acetate (12 mL), and the reaction solution was stirred under hydrogen atmosphere at room temperature for 4 hours. The insolubles were filtrated, and the solvent was evaporated under vacuum. Thereafter, the resultant residue was purified by column chromatography on silica gel (developing solvent:hexane/ethyl acetate) to obtain 2-(tert-butyl)-2H-indazol-... Reactants: aqueous solution, [OH-].[Na+] (sodium hydroxide), N1=CC=C(C=C1)C=1N=NC(=CN1)C(=O)OCC (Ethyl 3-(pyridin-4-yl)-1,2,4-triazin-6-carboxylate). Run in O1CCCC1 (tetrahydrofuran), CO (methanol). Conditions: time 5 minute. Product: N1=CC=C(C=C1)C=1N=NC(=CN1)C(=O)O (3-(pyridin-4-yl)-1,2,4-triazine-6-carboxylic acid). As a reaction SMILES: [N:1]1[CH:6]=[CH:5][C:4]([C:7]2[N:8]=[N:9][C:10]([C:13]([O:15]CC)=[O:14])=[CH:11][N:12]=2)=[CH:3][CH:2]=1.[OH-].[Na+]>O1CCCC1.CO>[N:1]1[CH:6]=[CH:5][C:4]([C:7]2[N:8]=[N:9][C:10]([C:13]([OH:15])=[O:14])=[CH:11][N:12]=2)=[CH:3][CH:2]=1 |f:1.2|. Reported procedure: Ethyl 3-(pyridin-4-yl)-1,2,4-triazin-6-carboxylate (200 mg) was dissolved in a mixed solvent of tetrahydrofuran (5 ml) and methanol (5 ml) at room temperature. A 1N aqueous solution (1.00 ml) of sodium hydroxide was added to the reaction mixture in one portion. After stirring for 5 minutes, the reaction mixture was distilled under reduced pressure to remove tetrahydrofuran and methanol, followed by neutralization with 1N hydrochloric acid. The reaction mixture was concentrated to dryness, whereb... Starting materials: [BH4-], O=C1CC2C(CC(OC(=O)c3ccccc3)C2C=CC(=O)c2cc3ccccc3s2)O1, [Na+]. Product: O=C1CC2C(CC(OC(=O)c3ccccc3)C2C=CC(O)c2cc3ccccc3s2)O1. Reaction SMILES: [BH4-:32].[C:1]([c:2]1[cH:3][cH:4][cH:5][cH:6][cH:7]1)(=[O:8])[O:9][CH:10]1[CH:11]([CH:19]=[CH:20][C:21](=[O:22])[c:23]2[cH:24][c:25]3[c:26]([s:27]2)[cH:28][cH:29][cH:30][cH:31]3)[CH:12]2[CH:13]([O:14][C:15](=[O:17])[CH2:16]2)[CH2:18]1.[Na+:33]>>[C:1]([c:2]1[cH:3][cH:4][cH:5][cH:6][cH:7]1)(=[O:8])[O:9][CH:10]1[CH:11]([CH:19]=[CH:20][CH:21]([OH:22])[c:23]2[cH:24][c:25]3[c:26]([s:27]2)[cH:28][cH:29][cH:30][cH:31]3)[CH:12]2[CH:13]([O:14][C:15](=[O:17])[CH2:16]2)[CH2:18]1. Starting materials: O (water), Cl (hydrochloric acid), N(=[N+]=[N-])C1C[C@H](N(C1)C(CCC1=CC=C(C=C1)CNC(=O)OC(C)(C)C)=O)C(=O)OCC1=CC=CC=C1 (benzyl 4-azido-1-[3-(4-tert-butyloxycarbonylaminomethylphenyl)propionyl]prolinate), N(=[N+]=[N-])C1C[C@H](N(C1)C(CCC1=CC=C(C=C1)CNC(=O)OC(C)(C)C)=O)C(=O)OCC1=CC=CC=C1 (benzyl 4-azido-1-[3-(4-tert-butyloxycarbonylaminomethylphenyl)propionyl]prolinate), C1(=CC=CC=C1)P(C1=CC=CC=C1)C1=CC=CC=C1 (triphenylphosphine). Run in O1CCCC1 (tetrahydrofuran). Reaction conditions: time 4 hour. The product is NC1C[C@H](N(C1)C(CCC1=CC=C(C=C1)CNC(=O)OC(C)(C)C)=O)C(=O)OCC1=CC=CC=C1 (Benzyl 4-amino-1-[3-(4-tert-butyloxycarbonylaminomethylphenyl)propionyl]prolinate). RXN SMILES: [N:1]([CH:4]1[CH2:8][N:7]([C:9](=[O:27])[CH2:10][CH2:11][C:12]2[CH:17]=[CH:16][C:15]([CH2:18][NH:19][C:20]([O:22][C:23]([CH3:26])([CH3:25])[CH3:24])=[O:21])=[CH:14][CH:13]=2)[C@H:6]([C:28]([O:30][CH2:31][C:32]2[CH:37]=[CH:36][CH:35]=[CH:34][CH:33]=2)=[O:29])[CH2:5]1)=[N+]=[N-].C1(P(C2C=CC=CC=2)C2C=CC=CC=2)C=CC=CC=1.O.Cl>O1CCCC1>[NH2:1][CH:4]1[CH2:8][N:7]([C:9](=[O:27])[CH2:10][CH2:11][C:12]2[CH:13]=[CH:14][C:15]([CH2:18][NH:19][C:20]([O:22][C:23]([CH3:26])([CH3:24])[CH3:25])=[O:21])=[CH:16][CH:17]=2)[C@H:6]([C:28]([O:30][CH2:31][C:32]2[CH:37]=[CH:36][CH:35]=[CH:34][CH:33]=2)=[O:29])[CH2:5]1. Procedure: 6.2 g of benzyl 4-azido-1-[3-(4-tert-butyloxycarbonylaminomethylphenyl)propionyl]prolinate (starting material B3) are dissolved in 50 ml of tetrahydrofuran, and 3.52 g of triphenylphosphine are then added a little at a time, as a result of which a clear evolution of gas can be observed. After 4 h of stirring at RT, 10 ml of water are added, and the mixture is stirred at RT for 6 days. 12.5 ml of 1N hydrochloric acid solution are added, and the mixture is then extracted twice with ethyl acetate. ...